Dataset: the Open Reaction Database (ORD), a public repository of structured organic reaction records. Task: describe an organic reaction: reactants, conditions, products, and yield Starting materials: C(C)(C)(C)[Li] (tert-Butyl lithium), solution, C(C)(C)OC=1C(C(C1OC(C)C)=O)=O (3,4-diisopropoxy-3-cyclobutene-1,2-dione), FC(C(=O)OC(C(F)(F)F)=O)(F)F (trifluoroactic anhydride), [NH4+].[Cl-] (NH4Cl). Solvent: CCOC(=O)C (EtOAc), CCCCC (pentane), C1CCOC1 (THF). Reaction conditions: time 30 minute. The product is C(C)(C)(C)C=1C(C(C1OC(C)C)=O)=O (3-(tert-Butyl)-4-isopropoxy-3-cyclobutene-1,2-dione). Yield: 69.0%. RXN SMILES: [C:1]([Li])([CH3:4])([CH3:3])[CH3:2].C(O[C:10]1[C:11](=[O:19])[C:12](=[O:18])[C:13]=1[O:14][CH:15]([CH3:17])[CH3:16])(C)C.FC(F)(F)C(OC(=O)C(F)(F)F)=O.[NH4+].[Cl-]>CCCCC.C1COCC1.CCOC(C)=O>[C:1]([C:10]1[C:11](=[O:19])[C:12](=[O:18])[C:13]=1[O:14][CH:15]([CH3:16])[CH3:17])([CH3:4])([CH3:3])[CH3:2] |f:3.4|. Procedure: tert-Butyl lithium (2.29 ml of a 1.7M solution in pentane, 3.9 mmol) was added to a solution of 3,4-diisopropoxy-3-cyclobutene-1,2-dione (594 mg, 3 mmol) in THF (30 ml) at −78° C. After 5 h trifluoroactic anhydride (636 μl, 4.5 mmol) was added and stirring continued at −78° C. for 30 min. The cold mixture was poured into NH4Cl(aq), extraced with EtOAc, dried (Na2SO4) and evaporated in vacuo. Column chromatography (SiO2; EtOAc/hexane, 15:85) gave the title compound as a mobile yellow oil (408 mg,... Reactants: Cl (HCl), C(C1=CC=CC=C1)(=O)C1=CC=CC=C1 (benzophenone), CN1CC[C@]23C4=C5C=CC(=C4O[C@H]2[C@H](CC[C@H]3[C@H]1C5)O)OC (dihydrocodeine), CC(C)([O-])C.[K+] (potassium-t-butoxide). Solvent: C1=CC=CC=C1 (benzene). Reaction conditions: time 10 minute. Yields the product CN1CC[C@]23[C@@H]4[C@H]1CC5=C2C(=C(C=C5)OC)O[C@H]3C(=O)CC4 (Dihydrocodeinone). Isolated yield 62.2%. Reaction SMILES: CC(C)([O-])C.[K+].C(C1C=CC=CC=1)(=O)C1C=CC=CC=1.[CH3:21][N:22]1[C@@H:38]2[CH2:39][C:27]3[CH:28]=[CH:29][C:30]([O:41][CH3:42])=[C:31]4[O:32][C@H:33]5[C@@H:34]([OH:40])[CH2:35][CH2:36][C@@H:37]2[C@:25]5([C:26]=34)[CH2:24][CH2:23]1.Cl>C1C=CC=CC=1>[CH3:21][N:22]1[C@@H:38]2[CH2:39][C:27]3[CH:28]=[CH:29][C:30]([O:41][CH3:42])=[C:31]4[O:32][C@H:33]5[C:34]([CH2:35][CH2:36][C@@H:37]2[C@:25]5([C:26]=34)[CH2:24][CH2:23]1)=[O:40] |f:0.1|. Procedure details: To a mixture of 1.25 g (11.1 mmol) of potassium-t-butoxide in 50 mL of benzene were added 6.78 g (37 mmol) of benzophenone and 1.12 g (3.7 mmol) of dihydrocodeine, which was allowed to reflux for 2 hours. The reaction mixture turned yellow. The reaction mixture was allowed to cool to room temperature, and 50 mL of 2N HCl was added. The resulting reaction mixture was allowed to stir for 10 minutes. The organic layer was separated and extracted with 3×40 mL of 2N HCl. The organic layer was discard...